Dataset: the Open Reaction Database (ORD), a public repository of structured organic reaction records. Task: describe an organic reaction: reactants, conditions, products, and yield Reactants: C(=O)(O)[O-].[Na+] (NaHCO3), COC=1C=CC2=C(C=C(O2)C2=NC=C(C(=O)N)C=C2)C1 (6-(5-Methoxy-benzofuran-2-yl)-nicotinamide), C(Cl)Cl (CH2Cl2), B(Br)(Br)Br (BBr3). The solvent is O (H2O). Run at time 2 hour. The product is OC=1C=CC2=C(C=C(O2)C2=NC=C(C(=O)N)C=C2)C1 (6-(5-Hydroxy-benzofuran-2-yl)-nicotinamide). Reaction SMILES: C[O:2][C:3]1[CH:4]=[CH:5][C:6]2[O:10][C:9]([C:11]3[CH:19]=[CH:18][C:14]([C:15]([NH2:17])=[O:16])=[CH:13][N:12]=3)=[CH:8][C:7]=2[CH:20]=1.C(Cl)Cl.B(Br)(Br)Br.C([O-])(O)=O.[Na+]>O>[OH:2][C:3]1[CH:4]=[CH:5][C:6]2[O:10][C:9]([C:11]3[CH:19]=[CH:18][C:14]([C:15]([NH2:17])=[O:16])=[CH:13][N:12]=3)=[CH:8][C:7]=2[CH:20]=1 |f:3.4|. Procedure details: 6-(5-Methoxy-benzofuran-2-yl)-nicotinamide (0.25 mmol) was mixed with CH2Cl2 (3 mL) at 0° C. under argon atmosphere. BBr3 (1M in CH2Cl2) (1.0 mL) was added dropwise and the mixture was stirred for 2 h at rt. The mixture was hydrolysed with H2O followed by NaHCO3 (sat. aq.). The resulting mixture was filtered, and the obtained precipitate was washed with H2O and EtOAc. The solid was dried at 40° C. for 15 h under vacuum (12 mg). Reactants: C(=O)(O)[O-].[Na+] (NaHCO3), NC=1C(=NC(=C(C1)C(F)(F)F)OC)C(=O)O (3-Amino-6-methoxy-5-trifluoromethyl-pyridine-2-carboxylic acid), OS(=O)(=O)O (H2SO4), O (water), O (Water). Run in CO (MeOH). Yields the product NC=1C(=NC(=C(C1)C(F)(F)F)OC)C(=O)OC (Methyl 3-amino-6-methoxy-5-(trifluoromethyl)picolinate). As a reaction SMILES: [NH2:1][C:2]1[C:3]([C:14]([OH:16])=[O:15])=[N:4][C:5]([O:12][CH3:13])=[C:6]([C:8]([F:11])([F:10])[F:9])[CH:7]=1.OS(O)(=O)=O.O.[C:23]([O-])(O)=O.[Na+]>CO>[NH2:1][C:2]1[C:3]([C:14]([O:16][CH3:23])=[O:15])=[N:4][C:5]([O:12][CH3:13])=[C:6]([C:8]([F:9])([F:10])[F:11])[CH:7]=1 |f:3.4|. Procedure details: 3-Amino-6-methoxy-5-trifluoromethyl-pyridine-2-carboxylic acid (Int. B) 5.5 g, 23.29 mmol) was dissolved in MeOH (90 ml). H2SO4 (6.21 ml, 116 mmol) was added dropwise and the solution was heated to reflux for 4 hours. The reaction mixture was reduced in vacuo to approx. 15 ml and water (15 ml) was added. The pH was adjusted to pH 9 by careful addition of solid NaHCO3. Water (100 ml) was added and the mixture was extracted with DCM. The combined organic extracts were concentrated in vacuo to affo... Run in O=S(Cl)Cl (SOCl2). Procedure: A solution of (2-(4-iodophenyl)-1-methyl-1H-imidazol-4-yl)methanol prepared above (46 mg, 0.15 mmol) in SOCl2 (2 mL) was stirred at room temperature for 15 min. It was concentrated in vacuo to give a residue, which was then partitioned between EtOAc and 5% aq. NaHCO3. The organic phase was separated, dried over Na2SO4, concentrated in vacuo. The residue was dissolved in DMF (2 mL). To the solution, NaN3 (70 mg, 1.1 mmol) was added. After the mixture was stirred at room temperature for 2 days, wa... Run at time 15 minute. Product: IC1=CC=C(C=C1)C=1N(C=C(N1)CN=[N+]=[N-])C ((2-(4-iodophenyl)-1-methyl-1H-imidazol-4-yl)methyl azide). RXN SMILES: [I:1][C:2]1[CH:7]=[CH:6][C:5]([C:8]2[N:9]([CH3:15])[CH:10]=[C:11]([CH2:13]O)[N:12]=2)=[CH:4][CH:3]=1.[N-:16]=[N+:17]=[N-:18].[Na+].O.CCOC(C)=O>O=S(Cl)Cl>[I:1][C:2]1[CH:7]=[CH:6][C:5]([C:8]2[N:9]([CH3:15])[CH:10]=[C:11]([CH2:13][N:16]=[N+:17]=[N-:18])[N:12]=2)=[CH:4][CH:3]=1 |f:1.2|. The reactants are IC1=CC=C(C=C1)C=1N(C=C(N1)CO)C ((2-(4-iodophenyl)-1-methyl-1H-imidazol-4-yl)methanol), O (water), CCOC(=O)C (EtOAc), [N-]=[N+]=[N-].[Na+] (NaN3). Starting materials: O=C([O-])[O-], COC(=O)CCCCCCCc1ccc(COC(C)=O)o1, CO, [K+], [K+]. Product: COC(=O)CCCCCCCc1ccc(CO)o1. As a reaction SMILES: [C:22](=[O:23])([O-:24])[O-:25].[CH3:1][O:2][C:3]([CH2:4][CH2:5][CH2:6][CH2:7][CH2:8][CH2:9][CH2:10][c:11]1[o:12][c:13]([CH2:16][O:17][C:18](=[O:19])[CH3:20])[cH:14][cH:15]1)=[O:21].[CH3:28][OH:29].[K+:26].[K+:27]>>[CH3:1][O:2][C:3]([CH2:4][CH2:5][CH2:6][CH2:7][CH2:8][CH2:9][CH2:10][c:11]1[o:12][c:13]([CH2:16][OH:17])[cH:14][cH:15]1)=[O:21]. The reactants are C[Al](C)C (trimethylaluminum), C(CN)N (ethylenediamine), C(C)OC(=O)C1N(C2=CC=CC=C2C1)C1=CC=CC=C1 (ethyl-2,3-dihydro-1-phenylindole-2-carboxylate). Run in C1(=CC=CC=C1)C (toluene), C1(=CC=CC=C1)C (toluene). Product: N1C(=NCC1)C1N(C2=CC=CC=C2C1)C1=CC=CC=C1 (2,3-dihydro-2-(4,5-dihydroimidazol-2-yl)-1-phenylindole). Reaction SMILES: C[Al](C)C.[CH2:5]([NH2:8])[CH2:6][NH2:7].C(O[C:12]([CH:14]1[CH2:22][C:21]2[C:16](=[CH:17][CH:18]=[CH:19][CH:20]=2)[N:15]1[C:23]1[CH:28]=[CH:27][CH:26]=[CH:25][CH:24]=1)=O)C>C1(C)C=CC=CC=1>[NH:7]1[CH2:6][CH2:5][N:8]=[C:12]1[CH:14]1[CH2:22][C:21]2[C:16](=[CH:17][CH:18]=[CH:19][CH:20]=2)[N:15]1[C:23]1[CH:24]=[CH:25][CH:26]=[CH:27][CH:28]=1. Reported procedure: To a stirring solution of 2 molar trimethylaluminum in toluene (13.1 ml) at 10° C. under argon is added ethylenediamine (1.75 ml) dropwise under cooling to maintain a temperature of +10° C. It is allowed to ware to room temperature and then ethyl-2,3-dihydro-1-phenylindole-2-carboxylate (3.5 g) in toluene (15 ml) is added under argon. The whole is heated gradually to reflux and maintained at this temperature under argon for 18 hours. This cooled mixture is quenched in water (40 ml) and treated w... The reactants are O (water), [OH-].[Na+] (sodium hydroxide), CC(=O)C1(CC1)Cl (1-chlorocyclopropyl methyl ketone), ClC1=CC=C(C=O)C=C1 (4-chlorobenzaldehyde). Solvent: C(C)O (ethanol). Reaction conditions: time 16 hour. Product: ClC1=CC=C(C=C1)C=CC(=O)C1(CC1)Cl (1-chlorocyclopropyl 4-chlorophenylethenyl ketone). The yield is 90.0%. RXN SMILES: O.[OH-].[Na+].[CH3:4][C:5]([C:7]1([Cl:10])[CH2:9][CH2:8]1)=[O:6].[Cl:11][C:12]1[CH:19]=[CH:18][C:15]([CH:16]=O)=[CH:14][CH:13]=1>C(O)C>[Cl:11][C:12]1[CH:19]=[CH:18][C:15]([CH:16]=[CH:4][C:5]([C:7]2([Cl:10])[CH2:9][CH2:8]2)=[O:6])=[CH:14][CH:13]=1 |f:1.2|. Procedure details: 50 ml of water and 10 pellets of solid sodium hydroxide are added at room temperature to a mixture of 0 g (0.5 mol) of 1-chlorocyclopropyl methyl ketone, 70 g (0.5 mol) of 4-chlorobenzaldehyde and 250 ml of ethanol. The mixture is stirred at room temperature for 16 hours. The precipitated solid is then filtered off with suction. In this manner, 108.5 g (89% of theory) of 1-chlorocyclopropyl 4-chlorophenylethenyl ketone are obtained in the form of a solid substance of melting point 92° C. Starting materials: Cc1cc(C(=O)N2CCCCC2)ccc1Br, COc1ccc(CN(Cc2ccc(OC)cc2)c2ncc(-c3nc(N4CCOCC4)nc4c3CCN4)cn2)cc1, COc1ccc(CN(Cc2ccc(OC)cc2)c2ncc(-c3nc(N4CCOCC4)nc4c3CCN4c3ccc(C(=O)N4CCCCC4)cc3C)cn2)cc1. The product is Cc1cc(C(=O)N2CCCCC2)ccc1N1CCc2c(-c3cnc(N)nc3)nc(N3CCOCC3)nc21. As a reaction SMILES: [Br:41][c:42]1[cH:43][cH:44][c:45]([C:46]([N:47]2[CH2:48][CH2:49][CH2:50][CH2:51][CH2:52]2)=[O:53])[cH:54][c:55]1[CH3:56].[CH3:1][O:2][c:3]1[cH:4][cH:5][c:6]([CH2:7][N:8]([CH2:9][c:10]2[cH:11][cH:12][c:13]([O:14][CH3:15])[cH:16][cH:17]2)[c:18]2[n:19][cH:20][c:21](-[c:22]3[c:23]4[c:27]([n:28][c:29]([N:30]5[CH2:31][CH2:32][O:33][CH2:34][CH2:35]5)[n:36]3)[NH:26][CH2:25][CH2:24]4)[cH:37][n:38]2)[cH:39][cH:40]1.[CH3:57][O:58][c:59]1[cH:60][cH:61][c:62]([CH2:63][N:64]([c:65]2[n:66][cH:67][c:68](-[c:71]3[c:72]4[c:73]([n:74][c:75]([N:77]5[CH2:78][CH2:79][O:80][CH2:81][CH2:82]5)[n:76]3)[N:83]([c:86]3[c:87]([CH3:100])[cH:88][c:89]([C:92](=[O:93])[N:94]5[CH2:95][CH2:96][CH2:97][CH2:98][CH2:99]5)[cH:90][cH:91]3)[CH2:84][CH2:85]4)[cH:69][n:70]2)[CH2:101][c:102]2[cH:103][cH:104][c:105]([O:106][CH3:107])[cH:108][cH:109]2)[cH:110][cH:111]1>>[NH2:64][c:65]1[n:66][cH:67][c:68](-[c:71]2[c:72]3[c:73]([n:74][c:75]([N:77]4[CH2:78][CH2:79][O:80][CH2:81][CH2:82]4)[n:76]2)[N:83]([c:86]2[c:87]([CH3:100])[cH:88][c:89]([C:92](=[O:93])[N:94]4[CH2:95][CH2:96][CH2:97][CH2:98][CH2:99]4)[cH:90][cH:91]2)[CH2:84][CH2:85]3)[cH:69][n:70]1. Starting materials: CC1=NOC(=C1CN1N=CC(=C1)N1C(NC(C1=O)(C)C)=O)C (3-(1-((3,5-dimethylisoxazol-4-yl)methyl)-1H-pyrazol-4-yl)-5,5-dimethylimidazolidine-2,4-dione), BrC(C)C1=CC=CC=C1 ((1-bromoethyl)benzene). The product is CC1=NOC(=C1CN1N=CC(=C1)N1C(N(C(C1=O)(C)C)C(C)C1=CC=CC=C1)=O)C (3-(1-((3,5-dimethylisoxazol-4-yl)methyl)-1H-pyrazol-4-yl)-5,5-dimethyl-1-(1-phenylethyl)imidazolidine-2,4-dione). As a reaction SMILES: [CH3:1][C:2]1[C:6]([CH2:7][N:8]2[CH:12]=[C:11]([N:13]3[C:17](=[O:18])[C:16]([CH3:20])([CH3:19])[NH:15][C:14]3=[O:21])[CH:10]=[N:9]2)=[C:5]([CH3:22])[O:4][N:3]=1.Br[CH:24]([C:26]1[CH:31]=[CH:30][CH:29]=[CH:28][CH:27]=1)[CH3:25]>>[CH3:1][C:2]1[C:6]([CH2:7][N:8]2[CH:12]=[C:11]([N:13]3[C:17](=[O:18])[C:16]([CH3:19])([CH3:20])[N:15]([CH:24]([C:26]4[CH:31]=[CH:30][CH:29]=[CH:28][CH:27]=4)[CH3:25])[C:14]3=[O:21])[CH:10]=[N:9]2)=[C:5]([CH3:22])[O:4][N:3]=1. Procedure: Prepared as in Example 16 from 3-(1-((3,5-dimethylisoxazol-4-yl)methyl)-1H-pyrazol-4-yl)-5,5-dimethylimidazolidine-2,4-dione (Example 16a) and (1-bromoethyl)benzene. MS 408 (MH+). The title compound was shown to inhibit hT2R08 bitter receptor and had an IC50 of 0.15 μM. Reactants: BrC(CCCN1C(C=2C(C1=O)=CC=CC2)=O)C (BPP), NC=1C=C(C(=C2C(=CC=NC12)C)OCCCCCCCC1=CC=CC=C1)OC (8-amino-6-methoxy-4-methyl-5-(7-phenylheptoxy) quinoline), BrC(CCCN1C(C=2C(C1=O)=CC=CC2)=O)C (4-bromo-1-phthalimidopentane), BrC(CCCN1C(C=2C(C1=O)=CC=CC2)=O)C (BPP). Solvent: CCN(CC)CC (Et3N), CCN(CC)CC (Et3N), CCN(CC)CC (Et3N). Reaction conditions: time 3 hour. The product is COC=1C(=C2C(=CC=NC2=C(C1)NC(CCCN1C(C=2C(C1=O)=CC=CC2)=O)C)C)OCCCCCCCC2=CC=CC=C2 (6-methoxy-4-methyl-8-(1-methyl-4-phthalimidobutylamino)-5-(7-phenylheptoxy) quinoline). Yield: 76.5%. Reaction SMILES: [NH2:1][C:2]1[CH:3]=[C:4]([O:27][CH3:28])[C:5]([O:13][CH2:14][CH2:15][CH2:16][CH2:17][CH2:18][CH2:19][CH2:20][C:21]2[CH:26]=[CH:25][CH:24]=[CH:23][CH:22]=2)=[C:6]2[C:11]=1[N:10]=[CH:9][CH:8]=[C:7]2[CH3:12].Br[CH:30]([CH3:45])[CH2:31][CH2:32][CH2:33][N:34]1[C:38](=[O:39])[C:37]2=[CH:40][CH:41]=[CH:42][CH:43]=[C:36]2[C:35]1=[O:44]>CCN(CC)CC>[CH3:28][O:27][C:4]1[C:5]([O:13][CH2:14][CH2:15][CH2:16][CH2:17][CH2:18][CH2:19][CH2:20][C:21]2[CH:26]=[CH:25][CH:24]=[CH:23][CH:22]=2)=[C:6]2[C:11](=[C:2]([NH:1][CH:30]([CH3:45])[CH2:31][CH2:32][CH2:33][N:34]3[C:38](=[O:39])[C:37]4=[CH:40][CH:41]=[CH:42][CH:43]=[C:36]4[C:35]3=[O:44])[CH:3]=1)[N:10]=[CH:9][CH:8]=[C:7]2[CH3:12]. Procedure details: A stirred mixture of 8-amino-6-methoxy-4-methyl-5-(7-phenylheptoxy) quinoline [Example 1c] (9.2 g, 0.024 mol) and 4-bromo-1-phthalimidopentane (BPP) (15 g, 0.05 mol) was heated at 120°-125° C. while Et3N (5 ml) was added in small portions. After 3 h at 120°-125° C., second portions of BPP (7.5 g) and Et3N (2.5 ml) were added and heating was continued for 4 h. Third portions of BPP (3 g) and Et3N (1 ml) were introduced, and heating was continued for 2 h. The reaction was allowed to cool and extra... Reactants: O1C[C@@H](OC2=NC=CC=C21)C2=CC=C(CN1CCC(CC1)N)C=C2 (1-[(S)-4-(2,3-Dihydro-[1,4]dioxino[2,3-b]pyridin-3-yl)-benzyl]-piperidin-4-ylamine), O1CCC(CC1)C(=O)O (Tetrahydro-pyran-4-carboxylic acid). Product: O1C[C@@H](OC2=NC=CC=C21)C2=CC=C(C=C2)CN2CCC(CC2)NC(=O)C2CCOCC2 (N-[1-[[4-[(3S)-2,3-dihydro-[1,4]dioxino[2,3-b]pyridin-3-yl]phenyl]methyl]-4-piperidyl]tetrahydropyran-4-carboxamide). Reaction SMILES: [O:1]1[C:10]2[C:5](=[N:6][CH:7]=[CH:8][CH:9]=2)[O:4][C@@H:3]([C:11]2[CH:24]=[CH:23][C:14]([CH2:15][N:16]3[CH2:21][CH2:20][CH:19]([NH2:22])[CH2:18][CH2:17]3)=[CH:13][CH:12]=2)[CH2:2]1.[O:25]1[CH2:30][CH2:29][CH:28]([C:31](O)=[O:32])[CH2:27][CH2:26]1>>[O:1]1[C:10]2[C:5](=[N:6][CH:7]=[CH:8][CH:9]=2)[O:4][C@@H:3]([C:11]2[CH:12]=[CH:13][C:14]([CH2:15][N:16]3[CH2:17][CH2:18][CH:19]([NH:22][C:31]([CH:28]4[CH2:29][CH2:30][O:25][CH2:26][CH2:27]4)=[O:32])[CH2:20][CH2:21]3)=[CH:23][CH:24]=2)[CH2:2]1. Procedure details: Compound 290 is synthesized from Intermediate M and Tetrahydro-pyran-4-carboxylic acid according to the procedure used to synthesize Example 261. (LC/MS method 16: ES+m/z 438.4 [M+H]+, Rt=1.44 mM)